Dataset: the Open Reaction Database (ORD), a public repository of structured organic reaction records. Task: describe an organic reaction: reactants, conditions, products, and yield The reactants are C1(CC1)C=1N=CC(=NC1OCC1CC1)C(=O)O (5-cyclopropyl-6-cyclopropylmethoxy-pyrazine-2-carboxylic acid), NC(C(=O)N(C)C)CC1CCC1 (2-amino-3-cyclobutyl-N,N-dimethyl-propionamide). Product: C1(CCC1)CC(C(N(C)C)=O)NC(=O)C1=NC(=C(N=C1)C1CC1)OCC1CC1 (5-Cyclopropyl-6-cyclopropylmethoxy-pyrazine-2-carboxylic acid (2-cyclobutyl-1-dimethylcarbamoyl-ethyl)-amide). As a reaction SMILES: [CH:1]1([C:4]2[N:5]=[CH:6][C:7]([C:15]([OH:17])=O)=[N:8][C:9]=2[O:10][CH2:11][CH:12]2[CH2:14][CH2:13]2)[CH2:3][CH2:2]1.[NH2:18][CH:19]([CH2:25][CH:26]1[CH2:29][CH2:28][CH2:27]1)[C:20]([N:22]([CH3:24])[CH3:23])=[O:21]>>[CH:26]1([CH2:25][CH:19]([NH:18][C:15]([C:7]2[CH:6]=[N:5][C:4]([CH:1]3[CH2:2][CH2:3]3)=[C:9]([O:10][CH2:11][CH:12]3[CH2:13][CH2:14]3)[N:8]=2)=[O:17])[C:20](=[O:21])[N:22]([CH3:23])[CH3:24])[CH2:27][CH2:28][CH2:29]1. Procedure details: The title compound was synthesized in analogy to Example 69, using 5-cyclopropyl-6-cyclopropylmethoxy-pyrazine-2-carboxylic acid (Example 10 g, 50 mg, 0.21 mmol) and 2-amino-3-cyclobutyl-N,N-dimethyl-propionamide (54.48 mg, 0.32 mmol) as starting materials and isolated (20 mg, 24.3%) as white solid; LC-MS (UV peak area, ESI) 100%, 387.2 (M+H)+.